The task is: describe an organic reaction: reactants, conditions, products, and yield. This data is from the Open Reaction Database (ORD), a public repository of structured organic reaction records. The reactants are C1CCNCC1, Cc1cc(C(=O)N2CC(C)NC(C)C2)c(C=O)[nH]1, CCO, O=C1Cc2c(cccc2-c2ccccc2F)N1. As a reaction SMILES: [CH2:36]1[CH2:37][CH2:38][NH:39][CH2:40][CH2:41]1.[CH3:18][CH:19]1[CH2:20][N:21]([C:26](=[O:27])[c:28]2[c:29]([CH:34]=[O:35])[nH:30][c:31]([CH3:33])[cH:32]2)[CH2:22][CH:23]([CH3:25])[NH:24]1.[CH3:42][CH2:43][OH:44].[F:1][c:2]1[c:3](-[c:8]2[c:9]3[c:13]([cH:14][cH:15][cH:16]2)[NH:12][C:11](=[O:17])[CH2:10]3)[cH:4][cH:5][cH:6][cH:7]1>>[F:1][c:2]1[c:3](-[c:8]2[c:9]3[c:13]([cH:14][cH:15][cH:16]2)[NH:12][C:11](=[O:17])[C:10]3=[CH:34][c:29]2[c:28]([C:26]([N:21]3[CH2:20][CH:19]([CH3:18])[NH:24][CH:23]([CH3:25])[CH2:22]3)=[O:27])[cH:32][c:31]([CH3:33])[nH:30]2)[cH:4][cH:5][cH:6][cH:7]1. Yields the product Cc1cc(C(=O)N2CC(C)NC(C)C2)c(C=C2C(=O)Nc3cccc(-c4ccccc4F)c32)[nH]1. The reactants are CCCc1nc2cc(NS(=O)(=O)c3ccc(F)cc3)ccc2n1CC(=O)OC(C)(C)C, N#Cc1ccc(CBr)cc1, CC#N, CCOC(C)=O, [K+], [K+], O=C([O-])[O-], O. Product: CCCc1nc2cc(N(Cc3ccc(C#N)cc3)S(=O)(=O)c3ccc(F)cc3)ccc2n1CC(=O)OC(C)(C)C. As a reaction SMILES: [C:17]([CH3:18])([CH3:19])([CH3:20])[O:21][C:22]([CH2:23][n:24]1[c:25]([CH2:44][CH2:45][CH3:46])[n:26][c:27]2[c:28]1[cH:29][cH:30][c:31]([NH:33][S:34](=[O:35])(=[O:36])[c:37]1[cH:38][cH:39][c:40]([F:43])[cH:41][cH:42]1)[cH:32]2)=[O:47].[C:1](#[N:2])[c:3]1[cH:4][cH:5][c:6]([CH2:7][Br:8])[cH:9][cH:10]1.[CH3:48][C:49]#[N:50].[CH3:51][CH2:52][O:53][C:54]([CH3:55])=[O:56].[K+:11].[K+:12].[O-:13][C:14]([O-:15])=[O:16].[OH2:57]>>[C:1](#[N:2])[c:3]1[cH:4][cH:5][c:6]([CH2:7][N:33]([c:31]2[cH:30][cH:29][c:28]3[n:24]([CH2:23][C:22]([O:21][C:17]([CH3:18])([CH3:19])[CH3:20])=[O:47])[c:25]([CH2:44][CH2:45][CH3:46])[n:26][c:27]3[cH:32]2)[S:34](=[O:35])(=[O:36])[c:37]2[cH:38][cH:39][c:40]([F:43])[cH:41][cH:42]2)[cH:9][cH:10]1.